Dataset: the Open Reaction Database (ORD), a public repository of structured organic reaction records. Task: describe an organic reaction: reactants, conditions, products, and yield Reactants: [BH4-].[Na+] (NaBH4), C(C)(C)(C)OC(CC(C(=O)O)(C1=CC=C(C=C1)Cl)N1C=CC2=C(C=CC=C12)NC(=O)OC(C)(C)C)=O (4-tert-butoxy-2-(4-(tert-butoxycarbonylamino)-1H-indol-1-yl)-2-(4-chlorophenyl)-4-oxobutanoic acid), CN1CCOCC1 (NMM), C(OCC(C)C)(=O)Cl (isobutyl carbonochloridate). Solvent: COCCOC (DME). Reaction conditions: time 30 minute. Product: C(C)(C)(C)OC(=O)NC1=C2C=CN(C2=CC=C1)C(CC(=O)OC(C)(C)C)(CO)C1=CC=C(C=C1)Cl (tert-Butyl 3-(4-(tert-butoxycarbonylamino)-1H-indol-1-yl)-3-(4-chlorophenyl)-4-hydroxybutanoate). As a reaction SMILES: [C:1]([O:5][C:6](=[O:36])[CH2:7][C:8]([N:19]1[C:27]2[C:22](=[C:23]([NH:28][C:29]([O:31][C:32]([CH3:35])([CH3:34])[CH3:33])=[O:30])[CH:24]=[CH:25][CH:26]=2)[CH:21]=[CH:20]1)([C:12]1[CH:17]=[CH:16][C:15]([Cl:18])=[CH:14][CH:13]=1)[C:9](O)=[O:10])([CH3:4])([CH3:3])[CH3:2].CN1CCOCC1.C(Cl)(=O)OCC(C)C.[BH4-].[Na+]>COCCOC>[C:32]([O:31][C:29]([NH:28][C:23]1[CH:24]=[CH:25][CH:26]=[C:27]2[C:22]=1[CH:21]=[CH:20][N:19]2[C:8]([C:12]1[CH:13]=[CH:14][C:15]([Cl:18])=[CH:16][CH:17]=1)([CH2:9][OH:10])[CH2:7][C:6]([O:5][C:1]([CH3:4])([CH3:3])[CH3:2])=[O:36])=[O:30])([CH3:33])([CH3:34])[CH3:35] |f:3.4|. Procedure: To a mixture of the product of step B (1.5 g, 2.9 mmol) and NMM (590 mg, 5.83 mmol) in DME (15 mL) was added isobutyl carbonochloridate (793 mg, 5.83 mmol) dropwise at 0° C. After stirring for 30 min. NaBH4 was added to the mixture at 0° C. The resulting mixture was stirred at room temperature for another 1 h, and then quenched with saturated ammonium chloride solution (10 mL), extracted with ethyl acetate. The organic layers were washed with brine (10 mL), dried over sodium sulfate, filtered an... Reactants: Cl.NCC1=C2C(N(C(C2=CC=C1)=O)C1C(NC(CC1)=O)=O)=O (4-aminomethyl-2-(2,6-dioxopiperidin-3-yl)isoindole-1,3-dione hydrochloride), C1=C(C=CC2=CC=CC=C12)N=C=O (2-naphthyl isocyanate), C(C)(C)N(CC)C(C)C (diisopropylethylamine). The solvent is N1=CC=CC=C1 (pyridine). Conditions: temperature 40 celsius. Product: O=C1NC(CCC1N1C(C2=CC=CC(=C2C1=O)CNC(=O)NC1=CC2=CC=CC=C2C=C1)=O)=O (1-[2-(2,6-DIOXOPIPERIDIN-3-YL)-1,3-DIOXO-2,3-DIHYDRO-1H-ISOINDOL-4-YLMETHYL]-3-NAPHTHALEN-2-YL-UREA). The yield is 63.0%. As a reaction SMILES: Cl.[NH2:2][CH2:3][C:4]1[CH:12]=[CH:11][CH:10]=[C:9]2[C:5]=1[C:6](=[O:22])[N:7]([CH:14]1[CH2:19][CH2:18][C:17](=[O:20])[NH:16][C:15]1=[O:21])[C:8]2=[O:13].[CH:23]1[C:32]2[C:27](=[CH:28][CH:29]=[CH:30][CH:31]=2)[CH:26]=[CH:25][C:24]=1[N:33]=[C:34]=[O:35].C(N(C(C)C)CC)(C)C>N1C=CC=CC=1>[O:21]=[C:15]1[CH:14]([N:7]2[C:6](=[O:22])[C:5]3[C:9](=[CH:10][CH:11]=[CH:12][C:4]=3[CH2:3][NH:2][C:34]([NH:33][C:24]3[CH:25]=[CH:26][C:27]4[C:32](=[CH:31][CH:30]=[CH:29][CH:28]=4)[CH:23]=3)=[O:35])[C:8]2=[O:13])[CH2:19][CH2:18][C:17](=[O:20])[NH:16]1 |f:0.1|. Procedure details: A mixture of 4-aminomethyl-2-(2,6-dioxopiperidin-3-yl)isoindole-1,3-dione hydrochloride (0.50 g, 1.6 mmol), 2-naphthyl isocyanate (0.26 g, 1.6 mmol), and diisopropylethylamine (0.40 g, 3.1 mmol) in 10 mL pyridine was warmed to 40° C. with stirring under N2, and the resulting solution was stirred at the same temperature for 2 hours. The mixture was cooled, and the solvent was evaporated under vacuum. The residue was chromatographed, eluting with 96:4 methylene chloride-methanol, to provide 0.46 g... Reactants: OC(C(=O)OC)C(C)(C)C (methyl 2-hydroxy-3,3-dimethybutyrate), CC1=NC(=NC(=C1)C)S(=O)(=O)C (4,6 -dimethyl-2-methylsulfonylpyrimidine), C([O-])([O-])=O.[K+].[K+] (potassium carbonate), CN(C=O)C (N,N-dimethylformamide). Run in O (water). Reaction conditions: temperature 100 celsius, time 4 hour. Product: CC1=NC(=NC(=C1)C)OC(C(=O)OC)C(C)(C)C (methyl 2-(4,6-dimethylpyrimidin-2-yl)oxy-3,3-dimethylbutyrate). Isolated yield 83.9%. RXN SMILES: [OH:1][CH:2]([C:7]([CH3:10])([CH3:9])[CH3:8])[C:3]([O:5][CH3:6])=[O:4].[CH3:11][C:12]1[CH:17]=[C:16]([CH3:18])[N:15]=[C:14](S(C)(=O)=O)[N:13]=1.C(=O)([O-])[O-].[K+].[K+].CN(C)C=O>O>[CH3:11][C:12]1[CH:17]=[C:16]([CH3:18])[N:15]=[C:14]([O:1][CH:2]([C:7]([CH3:10])([CH3:9])[CH3:8])[C:3]([O:5][CH3:6])=[O:4])[N:13]=1 |f:2.3.4|. Procedure: 2.9 g of methyl 2-hydroxy-3,3-dimethybutyrate, 4.1 g of 4,6 -dimethyl-2-methylsulfonylpyrimidine and 3.3 g of potassium carbonate were added to 50 ml of N,N-dimethylformamide, and the mixture was stirred at 100° C. for 4 hours. The reaction solution was cooled to room temperature, poured into water and extracted with 100 ml of ethyl acetate. The organic layer was washed twice with a sodium chloride aqueous solution, dried over anhydrous sodium sulfate and concentrated under reduced pressure. The... Reactants: CCOC(=O)C1CCN(C(=O)Cc2ccc(-c3ccc(-c4nc(C(N)=O)c(C)nc4C)cc3)c(Cl)c2)CC1, CC(C)(C)O, [K+], [OH-]. Yields the product Cc1nc(C)c(-c2ccc(-c3ccc(CC(=O)N4CCC(C(=O)O)CC4)cc3Cl)cc2)nc1C(N)=O. As a reaction SMILES: [C:3]([NH2:4])(=[O:5])[c:6]1[c:7]([CH3:40])[n:8][c:9]([CH3:39])[c:10](-[c:12]2[cH:13][cH:14][c:15](-[c:18]3[c:19]([Cl:38])[cH:20][c:21]([CH2:24][C:25](=[O:26])[N:27]4[CH2:28][CH2:29][CH:30]([C:33](=[O:34])[O:35][CH2:36][CH3:37])[CH2:31][CH2:32]4)[cH:22][cH:23]3)[cH:16][cH:17]2)[n:11]1.[C:41]([OH:42])([CH3:43])([CH3:44])[CH3:45].[K+:2].[OH-:1]>>[C:3]([NH2:4])(=[O:5])[c:6]1[c:7]([CH3:40])[n:8][c:9]([CH3:39])[c:10](-[c:12]2[cH:13][cH:14][c:15](-[c:18]3[c:19]([Cl:38])[cH:20][c:21]([CH2:24][C:25](=[O:26])[N:27]4[CH2:28][CH2:29][CH:30]([C:33](=[O:34])[OH:35])[CH2:31][CH2:32]4)[cH:22][cH:23]3)[cH:16][cH:17]2)[n:11]1. Starting materials: Brc1ccccc1, [Cl-], [Mg], [NH4+], C1CCOC1, O=C(c1ccccc1)C(CCOC1CCCCO1)c1ccccc1. The product is OC(c1ccccc1)(c1ccccc1)C(CCOC1CCCCO1)c1ccccc1. Reaction SMILES: [Br:2][c:3]1[cH:4][cH:5][cH:6][cH:7][cH:8]1.[Cl-:33].[Mg:1].[NH4+:34].[O:35]1[CH2:36][CH2:37][CH2:38][CH2:39]1.[O:9]1[CH:10]([O:15][CH2:16][CH2:17][CH:18]([C:19](=[O:20])[c:21]2[cH:22][cH:23][cH:24][cH:25][cH:26]2)[c:27]2[cH:28][cH:29][cH:30][cH:31][cH:32]2)[CH2:11][CH2:12][CH2:13][CH2:14]1>>[c:3]1([C:19]([CH:18]([CH2:17][CH2:16][O:15][CH:10]2[O:9][CH2:14][CH2:13][CH2:12][CH2:11]2)[c:27]2[cH:28][cH:29][cH:30][cH:31][cH:32]2)([OH:20])[c:21]2[cH:22][cH:23][cH:24][cH:25][cH:26]2)[cH:4][cH:5][cH:6][cH:7][cH:8]1. The solvent is petroleum ether. RXN SMILES: [CH2:1]([O:3][CH:4]([O:12][CH2:13][CH3:14])[C:5]#[C:6][C:7]([CH3:11])=[CH:8][CH2:9][OH:10])[CH3:2].N1C2C(=CC=CC=2)C=CC=1>[Pd]>[CH2:13]([O:12][CH:4]([O:3][CH2:1][CH3:2])[CH:5]=[CH:6][C:7]([CH3:11])=[CH:8][CH2:9][OH:10])[CH3:14]. The product is C(C)OC(C=CC(=CCO)C)OCC (1,1-diethoxy-4-methyl-2,4-hexadien-6-ol). Reactants: C(C)OC(C#CC(=CCO)C)OCC (1,1-diethoxy-4-methyl-4-hexen-2-yn-6-ol), N1=CC=CC2=CC=CC=C12 (quinoline). The reagents and catalysts are [Pd] (palladium/calcium carbonate). Procedure: 198 g. of 1,1-diethoxy-4-methyl-4-hexen-2-yn-6-ol are hydrogenated in the usual manner in the presence of 35 g. of a lead/palladium/calcium carbonate catalyst, 5 ml. of quinoline and 1500 ml. of high boiling petroleum ether. There is obtained 1,1-diethoxy-4-methyl-2,4-hexadien-6-ol of boiling point 96°-98° (0.01 mm.); nD20 = 1.4730 - 1.4760.